Dataset: the Open Reaction Database (ORD), a public repository of structured organic reaction records. Task: describe an organic reaction: reactants, conditions, products, and yield Reactants: CCOC(=O)CC(=O)OCC, CCO, [Na], Cc1ccc(S(=O)(=O)OCCCCCC2CCN(C(=O)OCc3ccccc3)CC2)cc1. Yields the product CCOC(=O)C(CCCCCC1CCN(C(=O)OCc2ccccc2)CC1)C(=O)OCC. RXN SMILES: [C:2]([CH2:3][C:4](=[O:5])[O:6][CH2:7][CH3:8])(=[O:9])[O:10][CH2:11][CH3:12].[CH3:45][CH2:46][OH:47].[Na:1].[c:13]1([CH3:14])[cH:15][cH:16][c:17]([S:18]([O:19][CH2:23][CH2:24][CH2:25][CH2:26][CH2:27][CH:28]2[CH2:29][CH2:30][N:31]([C:34](=[O:35])[O:36][CH2:37][c:38]3[cH:39][cH:40][cH:41][cH:42][cH:43]3)[CH2:32][CH2:33]2)(=[O:20])=[O:21])[cH:22][cH:44]1>>[C:2]([CH:3]([C:4](=[O:5])[O:6][CH2:7][CH3:8])[CH2:23][CH2:24][CH2:25][CH2:26][CH2:27][CH:28]1[CH2:29][CH2:30][N:31]([C:34](=[O:35])[O:36][CH2:37][c:38]2[cH:39][cH:40][cH:41][cH:42][cH:43]2)[CH2:32][CH2:33]1)(=[O:9])[O:10][CH2:11][CH3:12]. The reactants are ClCCl, O=C(Cl)C1(CCCCl)CC=CCC1c1ccccc1, N. The product is NC(=O)C1(CCCCl)CC=CCC1c1ccccc1. Reaction SMILES: [CH2:21]([Cl:22])[Cl:23].[Cl:1][CH2:2][CH2:3][CH2:4][C:5]1([C:17](=[O:18])[Cl:19])[CH2:6][CH:7]=[CH:8][CH2:9][CH:10]1[c:11]1[cH:12][cH:13][cH:14][cH:15][cH:16]1.[NH3:20]>>[Cl:1][CH2:2][CH2:3][CH2:4][C:5]1([C:17](=[O:18])[NH2:20])[CH2:6][CH:7]=[CH:8][CH2:9][CH:10]1[c:11]1[cH:12][cH:13][cH:14][cH:15][cH:16]1. Reactants: CC(C)(C)OC(=O)N1CCCC1CO, Cc1ccc(S(=O)(=O)Cl)cc1, c1ccncc1. Product: Cc1ccc(S(=O)(=O)OCC2CCCN2C(=O)OC(C)(C)C)cc1. RXN SMILES: [C:1](=[O:2])([O:3][C:4]([CH3:5])([CH3:6])[CH3:7])[N:8]1[CH:9]([CH2:10][OH:11])[CH2:12][CH2:13][CH2:14]1.[S:15](=[O:16])(=[O:17])([c:18]1[cH:19][cH:20][c:21]([CH3:22])[cH:23][cH:24]1)[Cl:25].[cH:26]1[cH:27][cH:28][n:29][cH:30][cH:31]1>>[C:1](=[O:2])([O:3][C:4]([CH3:5])([CH3:6])[CH3:7])[N:8]1[CH:9]([CH2:10][O:11][S:15](=[O:16])(=[O:17])[c:18]2[cH:19][cH:20][c:21]([CH3:22])[cH:23][cH:24]2)[CH2:12][CH2:13][CH2:14]1.